From a dataset of the Open Reaction Database (ORD), a public repository of structured organic reaction records. describe an organic reaction: reactants, conditions, products, and yield Starting materials: OCC1=CC=C(C=C1)[C@@H]1CC[C@H](CC1)NC (trans-4-(4-hydroxymethylphenyl)-N-methylcyclohexylamine), ClC1=CC=C(C(=O)Cl)C=C1 (4-chlorobenzoylchloride). The product is ClC1=CC=C(C(=O)N(C)[C@@H]2CC[C@H](CC2)C2=CC=C(C=C2)CO)C=C1 (trans-N- (4-chlorobenzoyl) -N-methyl-4- (4-hydroxymethylphenyl)cyclohexylamine). As a reaction SMILES: [OH:1][CH2:2][C:3]1[CH:8]=[CH:7][C:6]([C@H:9]2[CH2:14][CH2:13][C@H:12]([NH:15][CH3:16])[CH2:11][CH2:10]2)=[CH:5][CH:4]=1.[Cl:17][C:18]1[CH:26]=[CH:25][C:21]([C:22](Cl)=[O:23])=[CH:20][CH:19]=1>>[Cl:17][C:18]1[CH:26]=[CH:25][C:21]([C:22]([N:15]([C@H:12]2[CH2:11][CH2:10][C@H:9]([C:6]3[CH:7]=[CH:8][C:3]([CH2:2][OH:1])=[CH:4][CH:5]=3)[CH2:14][CH2:13]2)[CH3:16])=[O:23])=[CH:20][CH:19]=1. Procedure details: from trans-4-(4-hydroxymethylphenyl)-N-methylcyclohexylamine and 4-chlorobenzoylchloride. Melting point: 211°-213° C. Reactants: CC1=NC2=CC=CC(=C2C=C1)N=C(C(O)(C(F)(F)F)C1=CC=CC=C1)C1=CC=CC=C1 (β-[(2-methylquinolin-5-yl)imino]-α-phenyl-α-(trifluoromethyl)benzeneethanol), [BH4-].[Na+] (sodium borohydride). The solvent is CO (methanol), C1CCOC1 (THF). Conditions: time 2 hour. Yields the product CC1=NC2=CC=CC(=C2C=C1)NC(C(O)(C(F)(F)F)C1=CC=CC=C1)C1=CC=CC=C1 (β-[(2-Methylquinolin-5-yl)amino]-α-phenyl-α-(trifluoromethyl)benzeneethanol), starting material. The yield is 6.6%. RXN SMILES: [CH3:1][C:2]1[CH:11]=[CH:10][C:9]2[C:4](=[CH:5][CH:6]=[CH:7][C:8]=2[N:12]=[C:13]([C:26]2[CH:31]=[CH:30][CH:29]=[CH:28][CH:27]=2)[C:14]([C:20]2[CH:25]=[CH:24][CH:23]=[CH:22][CH:21]=2)([C:16]([F:19])([F:18])[F:17])[OH:15])[N:3]=1.[BH4-].[Na+]>CO.C1COCC1>[CH3:1][C:2]1[CH:11]=[CH:10][C:9]2[C:4](=[CH:5][CH:6]=[CH:7][C:8]=2[NH:12][CH:13]([C:26]2[CH:31]=[CH:30][CH:29]=[CH:28][CH:27]=2)[C:14]([C:20]2[CH:21]=[CH:22][CH:23]=[CH:24][CH:25]=2)([C:16]([F:19])([F:18])[F:17])[OH:15])[N:3]=1 |f:1.2|. Reported procedure: 484 mg (2 mmol) Diethyl(phenyloxomethyl)phosphonate and 2,2,2-trifluoroacetophenone are stirred in 3 ml DMF together with 14 mg (0.22 mmol) potassium cyanide for 3 hours (Demir et al. J. Org. Chem. 2005, 70, 10584-87). Direct chromatographic purification on silica gel (ethyl acetate in hexane 33%) yields 580 mg phosphoric acid (1-benzoyl-2,2,2-trifluoro-1-phenylethyl)diethyl ester. 250 mg (0.6 mmol) of the phosphoric acid ester are stirred for 18 hours in 10 ml diethyl amine and 1 ml water. Evap... The reactants are N1(CCOCC1)S(=O)(=O)N (4-morpholinesulfonamide), C1(CCCCC1)P(C1=C(C=CC=C1)C1=C(C=C(C=C1C(C)C)C(C)C)C(C)C)C1CCCCC1 (2-dicyclohexylphosphino-2′,4′,6′-tri-isopropyl-1,1′-biphenyl), C([O-])([O-])=O.[Cs+].[Cs+] (cesium carbonate), ClC1=NC(=NC(=C1)SC)SCC1=C(C(=CC=C1)F)F (4-chloro-2-[(2,3-difluorobenzyl)thio]-6-(methylthio)pyrimidine), ClC1=NC(=NC(=C1)SC)SCC1=C(C(=CC=C1)F)F (4-chloro-2-[(2,3-difluorobenzyl)thio]-6-(methylthio)pyrimidine), [Cl-].[NH4+] (ammonium chloride). Reagents/catalysts: C=1C=CC(=CC1)/C=C/C(=O)/C=C/C2=CC=CC=C2.C=1C=CC(=CC1)/C=C/C(=O)/C=C/C2=CC=CC=C2.C=1C=CC(=CC1)/C=C/C(=O)/C=C/C2=CC=CC=C2.[Pd].[Pd] (tris(dibenzylideneacetone)-dipalladium (0)). The solvent is O1CCOCC1 (dioxane). Run at temperature 100 celsius. Yields the product FC1=C(CSC2=NC(=CC(=N2)NS(=O)(=O)N2CCOCC2)SC)C=CC=C1F (N-[2-[(2,3-Difluorobenzyl)thio]-6-(methylthio)pyrimidin-4-yl]morpholine-4-sulfonamide). RXN SMILES: [N:1]1([S:7]([NH2:10])(=[O:9])=[O:8])[CH2:6][CH2:5][O:4][CH2:3][CH2:2]1.C1(P(C2CCCCC2)C2C=CC=CC=2C2C(C(C)C)=CC(C(C)C)=CC=2C(C)C)CCCCC1.C(=O)([O-])[O-].[Cs+].[Cs+].Cl[C:52]1[CH:57]=[C:56]([S:58][CH3:59])[N:55]=[C:54]([S:60][CH2:61][C:62]2[CH:67]=[CH:66][CH:65]=[C:64]([F:68])[C:63]=2[F:69])[N:53]=1.[Cl-].[NH4+]>O1CCOCC1.C1C=CC(/C=C/C(/C=C/C2C=CC=CC=2)=O)=CC=1.C1C=CC(/C=C/C(/C=C/C2C=CC=CC=2)=O)=CC=1.C1C=CC(/C=C/C(/C=C/C2C=CC=CC=2)=O)=CC=1.[Pd].[Pd]>[F:69][C:63]1[C:64]([F:68])=[CH:65][CH:66]=[CH:67][C:62]=1[CH2:61][S:60][C:54]1[N:53]=[C:52]([NH:10][S:7]([N:1]2[CH2:6][CH2:5][O:4][CH2:3][CH2:2]2)(=[O:9])=[O:8])[CH:57]=[C:56]([S:58][CH3:59])[N:55]=1 |f:2.3.4,6.7,9.10.11.12.13|. Reported procedure: A mixture of 4-morpholinesulfonamide (prepared according to patent WO 2004/011443, 0.39 g), tris(dibenzylideneacetone)-dipalladium (0) (33 mg), 2-dicyclohexylphosphino-2′,4′,6′-tri-isopropyl-1,1′-biphenyl (XPHOS) (17 mg), cesium carbonate (0.58 g) and 4-chloro-2-[(2,3-difluorobenzyl)thio]-6-(methylthio)pyrimidine (the product of example 57, step i) (0.38 g) in dioxane (10 mL) was heated at 100° C. for 18 h. The mixture was cooled and saturated ammonium chloride was added and the resulting mixtur...